From a dataset of the Open Reaction Database (ORD), a public repository of structured organic reaction records. describe an organic reaction: reactants, conditions, products, and yield Reactants: CC(N)C(=O)O, Cc1ccc(C(=O)Cl)cc1. The product is Cc1ccc(C(=O)NC(C)C(=O)O)cc1. Reaction SMILES: [CH3:1][CH:2]([NH2:3])[C:4]([OH:5])=[O:6].[c:7]1([CH3:16])[cH:8][cH:9][c:10]([C:13](=[O:14])[Cl:15])[cH:11][cH:12]1>>[CH3:1][CH:2]([NH:3][C:13]([c:10]1[cH:9][cH:8][c:7]([CH3:16])[cH:12][cH:11]1)=[O:14])[C:4]([OH:5])=[O:6]. Reactants: C(#N)C1=CC(=C(C=C1)N1C(C=C(C=C1)OC1CCN(CC1)C(=O)OC(C)(C)C)=O)F (tert-butyl 4-(1-(4-cyano-2-fluorophenyl)-2-oxo-1,2-dihydropyridin-4-yloxy)piperidine-1-carboxylate), C([O-])([O-])=O.[Cs+].[Cs+] (cesium carbonate), N1(CCCCC1)C(=O)[O-] (piperidine-1-carboxylate), ClC1=NC=C(C=N1)CCC (2-chloro-5-propylpyrimidine). Run at time 20 minute. Product: C(#N)C1=CC(=C(C=C1)N1C(C=C(C=C1)OC1CCN(CC1)C(=O)OC(C)C)=O)F (isopropyl 4-(1-(4-cyano-2-fluorophenyl)-2-oxo-1,2-dihydropyridin-4-yloxy)piperidine-1-carboxylate). Reaction SMILES: [C:1]([C:3]1[CH:8]=[CH:7][C:6]([N:9]2[CH:14]=[CH:13][C:12]([O:15][CH:16]3[CH2:21][CH2:20][N:19]([C:22]([O:24][C:25](C)([CH3:27])[CH3:26])=[O:23])[CH2:18][CH2:17]3)=[CH:11][C:10]2=[O:29])=[C:5]([F:30])[CH:4]=1)#[N:2].N1(C([O-])=O)CCCCC1.ClC1N=CC(CCC)=CN=1.C(=O)([O-])[O-].[Cs+].[Cs+]>>[C:1]([C:3]1[CH:8]=[CH:7][C:6]([N:9]2[CH:14]=[CH:13][C:12]([O:15][CH:16]3[CH2:21][CH2:20][N:19]([C:22]([O:24][CH:25]([CH3:26])[CH3:27])=[O:23])[CH2:18][CH2:17]3)=[CH:11][C:10]2=[O:29])=[C:5]([F:30])[CH:4]=1)#[N:2] |f:3.4.5|. Procedure: Example 188 was prepared according to procedures described in Example 132 substituting tert-butyl 4-(1-(4-cyano-2-fluorophenyl)-2-oxo-1,2-dihydropyridin-4-yloxy)piperidine-1-carboxylate (Example 176) for tert-butyl 4-(2-oxo-1-pyridin-3-yl)-1,2-dihydropyridin-4-yloxy)piperidine-1-carboxylate in Step C and substituting isopropyl carbonochloridate (1 Molar in Toluene, Aldrich) for 2-chloro-5-propylpyrimidine and substituting triethyl amine for cesium carbonate in Step D except that reaction was sti...